From a dataset of the Open Reaction Database (ORD), a public repository of structured organic reaction records. describe an organic reaction: reactants, conditions, products, and yield Starting materials: CC(=O)OC(C)=O, O=CO, O=S(=O)(CC(CCc1ncc(F)cn1)NO)N1CCN(c2ccc(Cl)cn2)CC1, C1CCOC1. The product is O=CN(O)C(CCc1ncc(F)cn1)CS(=O)(=O)N1CCN(c2ccc(Cl)cn2)CC1. RXN SMILES: [CH3:1][C:2]([O:3][C:5]([CH3:4])=[O:7])=[O:6].[CH:8]([OH:9])=[O:10].[Cl:11][c:12]1[cH:13][cH:14][c:15]([N:18]2[CH2:19][CH2:20][N:21]([S:24](=[O:25])(=[O:26])[CH2:27][CH:28]([CH2:29][CH2:30][c:31]3[n:32][cH:33][c:34]([F:37])[cH:35][n:36]3)[NH:38][OH:39])[CH2:22][CH2:23]2)[n:16][cH:17]1.[O:40]1[CH2:41][CH2:42][CH2:43][CH2:44]1>>[CH:5](=[O:7])[N:38]([CH:28]([CH2:27][S:24]([N:21]1[CH2:20][CH2:19][N:18]([c:15]2[cH:14][cH:13][c:12]([Cl:11])[cH:17][n:16]2)[CH2:23][CH2:22]1)(=[O:25])=[O:26])[CH2:29][CH2:30][c:31]1[n:32][cH:33][c:34]([F:37])[cH:35][n:36]1)[OH:39]. Starting materials: C1CCNCC1, CCO, CC1=CC(=C(C#N)C#N)C=C(C(C)C)O1, O=Cc1ccc(N2N=C(c3ccccc3)CC2c2ccccc2)cc1. Product: CC(C)C1=CC(=C(C#N)C#N)C=C(C=Cc2ccc(N3N=C(c4ccccc4)CC3c3ccccc3)cc2)O1. RXN SMILES: [CH2:41]1[CH2:42][CH2:43][NH:44][CH2:45][CH2:46]1.[CH3:47][CH2:48][OH:49].[CH:1]([CH3:2])([CH3:3])[C:4]1=[CH:9][C:8](=[C:10]([C:11]#[N:12])[C:13]#[N:14])[CH:7]=[C:6]([CH3:15])[O:5]1.[c:16]1([C:22]2=[N:23][N:24]([c:33]3[cH:34][cH:35][c:36]([CH:37]=[O:38])[cH:39][cH:40]3)[CH:25]([c:27]3[cH:28][cH:29][cH:30][cH:31][cH:32]3)[CH2:26]2)[cH:17][cH:18][cH:19][cH:20][cH:21]1>>[CH:1]([CH3:2])([CH3:3])[C:4]1=[CH:9][C:8](=[C:10]([C:11]#[N:12])[C:13]#[N:14])[CH:7]=[C:6]([CH:15]=[CH:37][c:36]2[cH:35][cH:34][c:33]([N:24]3[N:23]=[C:22]([c:16]4[cH:17][cH:18][cH:19][cH:20][cH:21]4)[CH2:26][CH:25]3[c:27]3[cH:28][cH:29][cH:30][cH:31][cH:32]3)[cH:40][cH:39]2)[O:5]1. Starting materials: C(=O)(O)C1=CC=C(OC2=CC3=CC=CC=C3C=C2OC2=CC=C(C=C2)C(=O)O)C=C1 (2,3-bis-(4-carboxy-phenoxy)napthalene), S(=O)(Cl)Cl (thionyl chloride). Product: [Cl-].[Cl-].C(=O)(O)C1=CC=C(OC2=CC3=CC=CC=C3C=C2OC2=CC=C(C=C2)C(=O)O)C=C1 (2,3-bis-(4-carboxyphenoxy) naphthalene dichloride). Yield: 96.5%. RXN SMILES: [C:1]([C:4]1[CH:30]=[CH:29][C:7]([O:8][C:9]2[C:18]([O:19][C:20]3[CH:25]=[CH:24][C:23]([C:26]([OH:28])=[O:27])=[CH:22][CH:21]=3)=[CH:17][C:16]3[C:11](=[CH:12][CH:13]=[CH:14][CH:15]=3)[CH:10]=2)=[CH:6][CH:5]=1)([OH:3])=[O:2].S(Cl)([Cl:33])=O>>[Cl-:33].[Cl-:33].[C:26]([C:23]1[CH:24]=[CH:25][C:20]([O:19][C:18]2[C:9]([O:8][C:7]3[CH:29]=[CH:30][C:4]([C:1]([OH:3])=[O:2])=[CH:5][CH:6]=3)=[CH:10][C:11]3[C:16](=[CH:15][CH:14]=[CH:13][CH:12]=3)[CH:17]=2)=[CH:21][CH:22]=1)([OH:28])=[O:27] |f:2.3.4|. Procedure details: The compound 2,3-bis-(4-carboxyphenoxy)naphthalene dichloride was prepared by reacting 2,3-bis-(4-carboxy-phenoxy)napthalene with thionyl chloride according to the procedure of Example 20. After initial crystallization, the product was again recrystallized from cyclohexane/toluene (1;1) to give a 96.5% yield of the title compound with the formula: ##STR24## Reactants: COC(=O)C=1SC(=C(C1)C)OCCN1C=NC=C1 (5-[2-(1-Imidazolyl)-1-ethoxy]-4-methyl-thiophene-2-carboxylic acid methyl ester). Run in C1(=CC=CC=C1)C (toluene). Yields the product COC(=O)C=1SC(=CC1)OCCN1C=NC=C1 (5-[2-(1-Imidazolyl)-1-ethoxy]-thiophene-2-carboxylic acid methyl ester). As a reaction SMILES: [CH3:1][O:2][C:3]([C:5]1[S:6][C:7]([O:11][CH2:12][CH2:13][N:14]2[CH:18]=[CH:17][N:16]=[CH:15]2)=[C:8](C)[CH:9]=1)=[O:4]>C1(C)C=CC=CC=1>[CH3:1][O:2][C:3]([C:5]1[S:6][C:7]([O:11][CH2:12][CH2:13][N:14]2[CH:18]=[CH:17][N:16]=[CH:15]2)=[CH:8][CH:9]=1)=[O:4]. Reported procedure: 5-[2-(1-Imidazolyl)-1-ethoxy]-4-methyl-thiophene-2-carboxylic acid methyl ester (formula I: R=4-methyl, R1 =CH3) melting point (toluene) 102°-105° C. (44%). The reactants are Cc1ccc(Cc2cnc(N[N+](=O)[O-])[nH]c2=O)cn1, NCCN(Cc1ccccc1)c1ccccn1, c1ccncc1. The product is Cc1ccc(Cc2cnc(NCCN(Cc3ccccc3)c3ccccn3)[nH]c2=O)cn1. RXN SMILES: [N+:18]([NH:19][c:22]1[n:23][cH:24][c:25]([CH2:29][c:30]2[cH:31][n:32][c:33]([CH3:36])[cH:34][cH:35]2)[c:26](=[O:28])[nH:27]1)([O-:20])=[O:21].[NH2:1][CH2:2][CH2:3][N:4]([CH2:5][c:6]1[cH:7][cH:8][cH:9][cH:10][cH:11]1)[c:12]1[n:13][cH:14][cH:15][cH:16][cH:17]1.[cH:37]1[cH:38][cH:39][n:40][cH:41][cH:42]1>>[NH:1]([CH2:2][CH2:3][N:4]([CH2:5][c:6]1[cH:7][cH:8][cH:9][cH:10][cH:11]1)[c:12]1[n:13][cH:14][cH:15][cH:16][cH:17]1)[c:22]1[n:23][cH:24][c:25]([CH2:29][c:30]2[cH:31][n:32][c:33]([CH3:36])[cH:34][cH:35]2)[c:26](=[O:28])[nH:27]1. Reactants: CC(C)(C)OC(=O)N1CCN(C(CN)c2ccccc2F)CC1, C1CCOC1, CS(=O)(=O)Cl, CCOC(C)=O, CCN(C(C)C)C(C)C. Yields the product CC(C)(C)OC(=O)N1CCN(C(CNS(C)(=O)=O)c2ccccc2F)CC1. RXN SMILES: [C:1]([CH3:2])([CH3:3])([CH3:4])[O:5][C:6](=[O:7])[N:8]1[CH2:9][CH2:10][N:11]([CH:14]([CH2:15][NH2:16])[c:17]2[c:18]([F:23])[cH:19][cH:20][cH:21][cH:22]2)[CH2:12][CH2:13]1.[CH2:38]1[O:39][CH2:40][CH2:41][CH2:42]1.[CH3:33][S:34](=[O:35])(=[O:36])[Cl:37].[CH3:43][CH2:44][O:45][C:46]([CH3:47])=[O:48].[CH:24]([N:25]([CH:26]([CH3:27])[CH3:28])[CH2:29][CH3:30])([CH3:31])[CH3:32]>>[C:1]([CH3:2])([CH3:3])([CH3:4])[O:5][C:6](=[O:7])[N:8]1[CH2:9][CH2:10][N:11]([CH:14]([CH2:15][NH:16][S:34]([CH3:33])(=[O:35])=[O:36])[c:17]2[c:18]([F:23])[cH:19][cH:20][cH:21][cH:22]2)[CH2:12][CH2:13]1. Starting materials: C1(=CC=C(C=C1)S(=O)N1[C@@H]([C@@H]1C1=CC=CC=C1)C(=O)OC)C ((2S,3S)-(+)-N-(p-toluenesulfinyl)-2-carbomethoxy-3-phenylaziridine), ClC=1C=C(C(=O)OO)C=CC1 (3-chloroperoxybenzoic acid). Solvent: C(Cl)(Cl)Cl (chloroform). Run at time 1 hour. The product is C1(=CC=C(C=C1)S(=O)(=O)N1[C@@H]([C@@H]1C1=CC=CC=C1)C(=O)OC)C ((2S,3S)-(+)-N-(p-Toluenesulfonyl)-2-carbomethoxy-3-phenylaziridine). The yield is 93.5%. Reaction SMILES: [C:1]1([CH3:22])[CH:6]=[CH:5][C:4]([S:7]([N:9]2[C@@H:11]([C:12]3[CH:17]=[CH:16][CH:15]=[CH:14][CH:13]=3)[C@H:10]2[C:18]([O:20][CH3:21])=[O:19])=[O:8])=[CH:3][CH:2]=1.ClC1C=C(C=CC=1)C(OO)=[O:28]>C(Cl)(Cl)Cl>[C:1]1([CH3:22])[CH:2]=[CH:3][C:4]([S:7]([N:9]2[C@@H:11]([C:12]3[CH:17]=[CH:16][CH:15]=[CH:14][CH:13]=3)[C@H:10]2[C:18]([O:20][CH3:21])=[O:19])(=[O:28])=[O:8])=[CH:5][CH:6]=1. Procedure details: Into a 25-mL single-necked round-bottomed flask equipped with a magnetic stir bar were placed 0.63 g (2.0 mmol) of (2S,3S)-(+)-N-(p-toluenesulfinyl)-2-carbomethoxy-3-phenylaziridine (prepared according to Example 1), 1.04 g (3.0 mmol) 3-chloroperoxybenzoic acid (60%, from Aldrich) and 20 mL chloroform. The reaction mixture was stirred at room temperature for 1 h, washed with 20 mL saturated aqueous Na2S2O3 solution, diluted with 50 mL CH2Cl2, washed with saturated aqueous Na2CO3 solution (2×10 m... Reactants: C=1(C(=CC=CC1)C(=O)CN1C(C(CN(C2=C1C=CC=C2)C(C(C)(C)C)=O)NC(=O)NC2=CC(=CC=C2)C(=O)OCC2=CC=CC=C2)=O)C (1-[1-(2-toluoylmethyl)-2-oxo-5-pivaloyl-1,3,4,5-tetrahydro-2H-1,5-benzodiazepin-3-yl]-3-(3-benzyloxycarbonylphenyl)urea). Reagents/catalysts: [C].[Pd] (Palladium carbon). The solvent is C(C)O (ethanol). Reaction conditions: time 8 hour. Product: C=1(C(=CC=CC1)C(=O)CN1C(C(CN(C2=C1C=CC=C2)C(C(C)(C)C)=O)NC(NC=2C=C(C(=O)O)C=CC2)=O)=O)C ((+)-3-[3-[1-(2-toluoylmethyl)-2-oxo-5-pivaloyl-1,3,4,5-tetrahydro-2H-1,5-benzodiazepin-3-yl]ureido]benzoic acid). Isolated yield 86.3%. RXN SMILES: [C:1]1([CH3:48])[C:2]([C:7]([CH2:9][N:10]2[C:16]3[CH:17]=[CH:18][CH:19]=[CH:20][C:15]=3[N:14]([C:21](=[O:26])[C:22]([CH3:25])([CH3:24])[CH3:23])[CH2:13][CH:12]([NH:27][C:28]([NH:30][C:31]3[CH:36]=[CH:35][CH:34]=[C:33]([C:37]([O:39]CC4C=CC=CC=4)=[O:38])[CH:32]=3)=[O:29])[C:11]2=[O:47])=[O:8])=[CH:3][CH:4]=[CH:5][CH:6]=1>C(O)C.[C].[Pd]>[C:1]1([CH3:48])[C:2]([C:7]([CH2:9][N:10]2[C:16]3[CH:17]=[CH:18][CH:19]=[CH:20][C:15]=3[N:14]([C:21](=[O:26])[C:22]([CH3:24])([CH3:25])[CH3:23])[CH2:13][CH:12]([NH:27][C:28](=[O:29])[NH:30][C:31]3[CH:32]=[C:33]([CH:34]=[CH:35][CH:36]=3)[C:37]([OH:39])=[O:38])[C:11]2=[O:47])=[O:8])=[CH:3][CH:4]=[CH:5][CH:6]=1 |f:2.3|. Procedure: 10% Palladium carbon (200 mg) was added to a solution of 1-[1-(2-toluoylmethyl)-2-oxo-5-pivaloyl-1,3,4,5-tetrahydro-2H-1,5-benzodiazepin-3-yl]-3-(3-benzyloxycarbonylphenyl)urea (1.4 g) obtained from Step 3 in ethanol (50 ml), stirred for 8 hours at room temperature under hydrogen atmosphere. The reaction mixture was filtrated and the filtrate was concentrated under reduced pressure, to thereby obtain 1.04 g of (+)-3-[3-[1-(2-toluoylmethyl)-2-oxo-5-pivaloyl-1,3,4,5-tetrahydro-2H-1,5-benzodiazepin... Reactants: CC1(C(=O)c2c[nH]c3ncc(Br)nc23)CCCCC1, CN1CCOc2cc(B3OC(C)(C)C(C)(C)O3)ccc21. Product: CN1CCOc2cc(-c3cnc4[nH]cc(C(=O)C5(C)CCCCC5)c4n3)ccc21. RXN SMILES: [Br:1][c:2]1[n:3][c:4]2[c:5]([n:6][cH:7]1)[nH:8][cH:9][c:10]2[C:11](=[O:12])[C:13]1([CH3:19])[CH2:14][CH2:15][CH2:16][CH2:17][CH2:18]1.[CH3:20][N:21]1[CH2:22][CH2:23][O:24][c:25]2[c:26]1[cH:27][cH:28][c:29]([B:31]1[O:32][C:33]([CH3:34])([CH3:35])[C:36]([CH3:37])([CH3:38])[O:39]1)[cH:30]2>>[c:2]1(-[c:29]2[cH:28][cH:27][c:26]3[c:25]([cH:30]2)[O:24][CH2:23][CH2:22][N:21]3[CH3:20])[n:3][c:4]2[c:5]([n:6][cH:7]1)[nH:8][cH:9][c:10]2[C:11](=[O:12])[C:13]1([CH3:19])[CH2:14][CH2:15][CH2:16][CH2:17][CH2:18]1. Starting materials: C(C)OP(OCC)(=O)CC(=O)OC (diethyl(methoxycarbonylmethyl)phosphonate), C(C1=CC=CC=C1)N1C(=CC=C1)C=O (1-benzyl-2-formylpyrrole), ice water, [H-].[Na+] (sodium hydride). Solvent: CN(C)C=O (DMF), CN(C)C=O (DMF), CN(C)C=O (DMF). Run at time 15 minute. Yields the product C(C1=CC=CC=C1)N1C(=CC=C1)C=CC(=O)OC (1-benzyl-2-(2-methoxycarbonylvinyl)pyrrole). The yield is 65.1%. As a reaction SMILES: [H-].[Na+].C(OP([CH2:11][C:12]([O:14][CH3:15])=[O:13])(=O)OCC)C.[CH2:16]([N:23]1[CH:27]=[CH:26][CH:25]=[C:24]1[CH:28]=O)[C:17]1[CH:22]=[CH:21][CH:20]=[CH:19][CH:18]=1>CN(C=O)C>[CH2:16]([N:23]1[CH:27]=[CH:26][CH:25]=[C:24]1[CH:28]=[CH:11][C:12]([O:14][CH3:15])=[O:13])[C:17]1[CH:22]=[CH:21][CH:20]=[CH:19][CH:18]=1 |f:0.1|. Procedure details: To a suspension of sodium hydride (60% in mineral oil, 960 mg, 24 mmol) in DMF (20 ml) was added dropwise at an ice bath temperature a solution of diethyl(methoxycarbonylmethyl)phosphonate (5.04 g, 24 mmol) in DMF (1 ml). The mixture was stirred for 15 minutes at room temperature and cooled again. To the mixture was added dropwise a solution of 1-benzyl-2-formylpyrrole (3.7 g, 20 mmol) in DMF (2 ml). The reaction mixture was stirred for 4 hours at room temperature and poured into ice-water and e...